Dataset: the Open Reaction Database (ORD), a public repository of structured organic reaction records. Task: describe an organic reaction: reactants, conditions, products, and yield Reactants: C(=O)(OC)C1=C(C=CC=C1)CC1C(C2=CC(=CC=C2C1)O)=O (2-(2-Carbomethoxyphenyl)methyl-6-hydroxy-1-indanone), BrCC1=NC2=CC(=CC=C2C=C1)Cl (2-bromomethyl-7-chloroquinoline), C(=O)([O-])[O-].[K+].[K+] (K2CO3). Solvent: CC(=O)C (acetone). Product: crude product, ClC1=CC=C2C=CC(=NC2=C1)COC1=CC=C2CC(C(C2=C1)=O)CC1=C(C=CC=C1)C(=O)OC (6-(7-chloro-2-quinolinyl)methoxy-2-(2-carbomethoxyphenyl)methyl-1-indanone). The yield is 76.0%. Reaction SMILES: [C:1]([C:5]1[CH:10]=[CH:9][CH:8]=[CH:7][C:6]=1[CH2:11][CH:12]1[CH2:20][C:19]2[C:14](=[CH:15][C:16]([OH:21])=[CH:17][CH:18]=2)[C:13]1=[O:22])([O:3][CH3:4])=[O:2].Br[CH2:24][C:25]1[CH:34]=[CH:33][C:32]2[C:27](=[CH:28][C:29]([Cl:35])=[CH:30][CH:31]=2)[N:26]=1.C([O-])([O-])=O.[K+].[K+]>CC(C)=O>[Cl:35][C:29]1[CH:28]=[C:27]2[C:32]([CH:33]=[CH:34][C:25]([CH2:24][O:21][C:16]3[CH:15]=[C:14]4[C:19]([CH2:20][CH:12]([CH2:11][C:6]5[CH:7]=[CH:8][CH:9]=[CH:10][C:5]=5[C:1]([O:3][CH3:4])=[O:2])[C:13]4=[O:22])=[CH:18][CH:17]=3)=[N:26]2)=[CH:31][CH:30]=1 |f:2.3.4|. Procedure: A mixture of the product of Step 3 (17.5 g, 59 mmol), 2-bromomethyl-7-chloroquinoline (16.65 g, 65 mmol) and K2CO3 (8.97 g, 65 mmol) in acetone (200 ml) was refluxed for 14 hrs. The mixture was filtered and the filtrate was concentrated in vacuo. Chromatography of the resulting crude product on silica gel (eluted with 30% EtOAc/hexane) gave 21.15 g(80%) of the title compound. Starting materials: [OH-].[Na+] (sodium hydroxide), C(C)(=O)O[C@H]1[C@@H](O[C@@H]([C@H]([C@@H]1OC(C)=O)OC(C)=O)COC(C)=O)OC1=NNC(=C1CC1=CC=C(C=C1)CCCC(N[C@@H](C)C(=O)O)=O)C(C)C (3-(2,3,4,6-tetra-O-acetyl-β-D-glucopyranosyloxy)-4-[(4-{3-[(S)-1-(carboxy)ethylcarbamoyl]propyl}phenyl)methyl]-5-isopropyl-1H-pyrazole), ON1N=NC2=C1C=CC=C2 (1-hydroxybenzotriazole), Cl.C(C)N=C=NCCCN(C)C (1-ethyl-3-(3-dimethylaminopropyl)carbodiimide hydrochloride), NC(CO)CO (2-amino-1,3-propanediol). The solvent is CN(C=O)C (N,N-dimethylformamide), O (water), C(C)(=O)O (Acetic acid). Reaction conditions: time 1 hour. Product: [C@@H]1([C@H](O)[C@@H](O)[C@H](O)[C@H](O1)CO)OC1=NNC(=C1CC1=CC=C(C=C1)CCCC(N[C@@H](C)C(NC(CO)CO)=O)=O)C(C)C (3-(β-D-Glucopyranosyloxy)-4-{[4-(3-{(S)-1-[2-hydroxy-1-(hydroxymethyl)ethylcarbamoyl]ethylcarbamoyl}propyl)-phenyl]methyl}-5-isopropyl-1H-pyrazole). The yield is 21.8%. As a reaction SMILES: C([O:4][C@@H:5]1[C@@H:10]([O:11]C(=O)C)[C@H:9]([O:15]C(=O)C)[C@@H:8]([CH2:19][O:20]C(=O)C)[O:7][C@H:6]1[O:24][C:25]1[C:29]([CH2:30][C:31]2[CH:36]=[CH:35][C:34]([CH2:37][CH2:38][CH2:39][C:40](=[O:47])[NH:41][C@H:42]([C:44](O)=[O:45])[CH3:43])=[CH:33][CH:32]=2)=[C:28]([CH:48]([CH3:50])[CH3:49])[NH:27][N:26]=1)(=O)C.ON1C2C=CC=CC=2N=N1.Cl.C(N=C=NCCCN(C)C)C.[NH2:73][CH:74]([CH2:77][OH:78])[CH2:75][OH:76].[OH-].[Na+]>CN(C)C=O.O.C(O)(=O)C>[C@@H:6]1([O:24][C:25]2[C:29]([CH2:30][C:31]3[CH:32]=[CH:33][C:34]([CH2:37][CH2:38][CH2:39][C:40](=[O:47])[NH:41][C@H:42]([C:44](=[O:45])[NH:73][CH:74]([CH2:77][OH:78])[CH2:75][OH:76])[CH3:43])=[CH:35][CH:36]=3)=[C:28]([CH:48]([CH3:50])[CH3:49])[NH:27][N:26]=2)[O:7][C@H:8]([CH2:19][OH:20])[C@@H:9]([OH:15])[C@H:10]([OH:11])[C@H:5]1[OH:4] |f:2.3,5.6|. Procedure: To a solution of 3-(2,3,4,6-tetra-O-acetyl-β-D-gluco-pyranosyloxy)-4-({4-[(1E)-3-carboxyprop-1-enyl]phenyl}-methyl)-5-isopropyl-1H-pyrazole (7.13 g) in N,N-dimethyl-formamide (30 mL) were added 1-hydroxybenzotriazole (2.31 g), 1-ethyl-3-(3-dimethylaminopropyl)carbodiimide hydrochloride (3.25 g) and benzyl(S)-2-aminopropionate (8.34 g), and the mixture was stirred at room temperature overnight. The reaction mixture was poured into water, and the resulting mixture was extracted with ethyl acetate ...